This data is from the Open Reaction Database (ORD), a public repository of structured organic reaction records. The task is: describe an organic reaction: reactants, conditions, products, and yield RXN SMILES: [C:8]([O:9][C:10]([CH3:11])([CH3:12])[CH3:13])(=[O:14])[NH:15][CH:16]([CH:17]([CH3:18])[CH3:19])[C:20](=[O:21])[O:22][CH2:23][CH:24]([CH2:25][n:26]1[c:27]2[n:28][c:29]([NH2:36])[nH:30][c:31](=[O:35])[c:32]2[n:33][cH:34]1)[CH2:37][CH2:38][O:39][C:40]([CH2:41][CH2:42][CH2:43][CH2:44][CH2:45][CH2:46][CH2:47][CH2:48][CH2:49][CH2:50][CH2:51][CH2:52][CH2:53][CH2:54][CH2:55][CH2:56][CH3:57])=[O:58].[OH:1][C:2]([C:3]([F:4])([F:5])[F:6])=[O:7]>>[NH2:15][CH:16]([CH:17]([CH3:18])[CH3:19])[C:20](=[O:21])[O:22][CH2:23][CH:24]([CH2:25][n:26]1[c:27]2[n:28][c:29]([NH2:36])[nH:30][c:31](=[O:35])[c:32]2[n:33][cH:34]1)[CH2:37][CH2:38][O:39][C:40]([CH2:41][CH2:42][CH2:43][CH2:44][CH2:45][CH2:46][CH2:47][CH2:48][CH2:49][CH2:50][CH2:51][CH2:52][CH2:53][CH2:54][CH2:55][CH2:56][CH3:57])=[O:58]. Reactants: CCCCCCCCCCCCCCCCCC(=O)OCCC(COC(=O)C(NC(=O)OC(C)(C)C)C(C)C)Cn1cnc2c(=O)[nH]c(N)nc21, O=C(O)C(F)(F)F. The product is CCCCCCCCCCCCCCCCCC(=O)OCCC(COC(=O)C(N)C(C)C)Cn1cnc2c(=O)[nH]c(N)nc21. Starting materials: C1=CC=C2C(=C1)C(=O)C(C2=O)(O)O (ninhydrin), Cl.FC(C=1C=C(C=CC1)NC(NN)=O)(F)F (4-(3-trifluoromethyl phenyl)-semicarbazide hydrochloride). The product is FC(C=1C=C(C=CC1)NC(NN=C1C(C2=CC=CC=C2C1=O)=O)=O)(F)F (2-[4-(3-trifluoromethylphenyl)-semicarbazono]indan-1,3-dione). RXN SMILES: [CH:1]1[CH:6]=[C:5]2[C:7]([C:9](O)(O)[C:10](=[O:11])[C:4]2=[CH:3][CH:2]=1)=[O:8].Cl.[F:15][C:16]([F:29])([F:28])[C:17]1[CH:18]=[C:19]([NH:23][C:24](=[O:27])[NH:25][NH2:26])[CH:20]=[CH:21][CH:22]=1>>[F:15][C:16]([F:28])([F:29])[C:17]1[CH:18]=[C:19]([NH:23][C:24](=[O:27])[NH:25][N:26]=[C:9]2[C:10](=[O:11])[C:4]3[C:5](=[CH:6][CH:1]=[CH:2][CH:3]=3)[C:7]2=[O:8])[CH:20]=[CH:21][CH:22]=1 |f:1.2|. Procedure: ninhydrin, 4-(3-trifluoromethyl phenyl)-semicarbazide hydrochloride The reactants are COC(C1=CC(=CC(=C1)O)OCOC)=O (5-hydroxy-3-methoxymethoxybenzoic acid methyl ester), NC1=NNC=C1 (3-amino-pyrazole), BrC=1C=CC(=NC1)S(=O)(=O)CC (5-bromo-2-ethanesulfonylpyridine), O([Si](C)(C)C(C)(C)C)C[C@@H](C)O ((2R)-1-(tert-butyldimethylsiloxy)-2-hydroxypropane). Yields the product C(C)S(=O)(=O)C1=CC=C(C=N1)OC=1C=C(C(=O)NC2=NNC=C2)C=C(C1)OC(CO)C (3-(6-ethanesulfonylpyridin-3-yloxy)-5-(2-hydroxy-1-methyl-ethoxy)-N-(pyrazol-3-yl)benzamide). As a reaction SMILES: CO[C:3](=[O:15])[C:4]1[CH:9]=[C:8]([OH:10])[CH:7]=[C:6](OCOC)[CH:5]=1.Br[C:17]1[CH:18]=[CH:19][C:20]([S:23]([CH2:26][CH3:27])(=[O:25])=[O:24])=[N:21][CH:22]=1.[O:28]([CH2:36][C@H:37]([OH:39])[CH3:38])[Si](C(C)(C)C)(C)C.[NH2:40][C:41]1[CH:45]=[CH:44][NH:43][N:42]=1>>[CH2:26]([S:23]([C:20]1[N:21]=[CH:22][C:17]([O:10][C:8]2[CH:9]=[C:4]([CH:5]=[C:6]([O:39][CH:37]([CH3:38])[CH2:36][OH:28])[CH:7]=2)[C:3]([NH:40][C:41]2[CH:45]=[CH:44][NH:43][N:42]=2)=[O:15])=[CH:18][CH:19]=1)(=[O:25])=[O:24])[CH3:27]. Procedure: The compound of Production Example 149 was obtained as a colorless amorphous substance using 5-hydroxy-3-methoxymethoxybenzoic acid methyl ester, 5-bromo-2-ethanesulfonylpyridine, (2R)-1-(tert-butyldimethylsiloxy)-2-hydroxypropane and 3-amino-pyrazole, by the same method as in Production Example 117, a corresponding method, or a combination thereof with an ordinary method. Reactants: BrC=1C=CC(=C(C=O)C1)O (5-bromo-2-hydroxybenzaldehyde), C(C1=CC=CC=C1)N1CCNCC1 (1-benzylpiperazine), CC(C)([O-])C.[Na+] (sodium tert-butoxide), C(C)(C)(C)P(C(C)(C)C)C(C)(C)C (tri-tert-butylphosphine). The reagents and catalysts are C=1C=CC(=CC1)/C=C/C(=O)/C=C/C2=CC=CC=C2.C=1C=CC(=CC1)/C=C/C(=O)/C=C/C2=CC=CC=C2.[Pd] (bis(dibenzylideneacetone)palladium). The solvent is C1(=CC=CC=C1)C (toluene), O (water). Reaction conditions: time 20 minute. Product: C(C1=CC=CC=C1)N1CCN(CC1)C=1C=CC(=C(C=O)C1)O (5-(4-benzylpiperazin-1-yl)-2-hydroxybenzaldehyde). RXN SMILES: C(P(C(C)(C)C)C(C)(C)C)(C)(C)C.Br[C:15]1[CH:16]=[CH:17][C:18]([OH:23])=[C:19]([CH:22]=1)[CH:20]=[O:21].[CH2:24]([N:31]1[CH2:36][CH2:35][NH:34][CH2:33][CH2:32]1)[C:25]1[CH:30]=[CH:29][CH:28]=[CH:27][CH:26]=1.CC(C)([O-])C.[Na+]>C1C=CC(/C=C/C(/C=C/C2C=CC=CC=2)=O)=CC=1.C1C=CC(/C=C/C(/C=C/C2C=CC=CC=2)=O)=CC=1.[Pd].O.C1(C)C=CC=CC=1>[CH2:24]([N:31]1[CH2:36][CH2:35][N:34]([C:15]2[CH:16]=[CH:17][C:18]([OH:23])=[C:19]([CH:22]=2)[CH:20]=[O:21])[CH2:33][CH2:32]1)[C:25]1[CH:26]=[CH:27][CH:28]=[CH:29][CH:30]=1 |f:3.4,5.6.7|. Procedure details: 0.6 g of bis(dibenzylideneacetone)palladium and 0.16 g of tri-tert-butylphosphine are added under nitrogen to 200 ml of toluene, and the resultant dark-red solution is stirred at 20° for 20 minutes. 10 g of 5-bromo-2-hydroxybenzaldehyde, 9.7 g of 1-benzylpiperazine and 7.2 g of sodium tert-butoxide are then added. The mixture is stirred at 60° for 24 hours and cooled, 800 ml of water are added, and the mixture is extracted with 2×500 ml of ethyl acetate. The organic phases are combined and washe... Starting materials: 5-Hydroxy-6-indan-1-one, OC=1C=C2CCC(C2=CC1OC)=O (5-hydroxy-6-methoxy-indan-1-one), ClCC1OC(OC1)(C)C (4-chloromethyl-2,2-dimethyl-1,3-dioxolane), C([O-])([O-])=O.[K+].[K+] (potassium carbonate), CN(C)C=O (DMF). The solvent is O (Water). Run at temperature 95 celsius, time 3 day. The product is CC1(OCC(O1)COC=1C=C2CCC(C2=CC1OC)=O)C (5-(2,2-dimethyl-[1,3]dioxolan-4-ylmethoxy)-6-methoxy-indan-1-one). As a reaction SMILES: [OH:1][C:2]1[CH:3]=[C:4]2[C:8](=[CH:9][C:10]=1[O:11][CH3:12])[C:7](=[O:13])[CH2:6][CH2:5]2.Cl[CH2:15][CH:16]1[CH2:20][O:19][C:18]([CH3:22])([CH3:21])[O:17]1.C(=O)([O-])[O-].[K+].[K+].CN(C=O)C>O>[CH3:21][C:18]1([CH3:22])[O:17][CH:16]([CH2:15][O:1][C:2]2[CH:3]=[C:4]3[C:8](=[CH:9][C:10]=2[O:11][CH3:12])[C:7](=[O:13])[CH2:6][CH2:5]3)[CH2:20][O:19]1 |f:2.3.4|. Reported procedure: A mixture of 5-Hydroxy-6-indan-1-one, Intermediate H, (0.50 g, 0.0028 mol), 4-chloromethyl-2,2-dimethyl-1,3-dioxolane (0.766 mL, 0.0056 mol), potassium carbonate (1.54 g, 0.011 mol) and DMF (20.0 mL) was stirred at 95° C. for 3 days. Water (150.0 mL) was added and the mixture was extracted with ethyl acetate (2×150 mL). The organic layer was washed with sat. NaHCO3, brine and dried over Na2SO4. The solvent was then removed in vacuo to yield 5-(2,2-dimethyl-[1,3]dioxolan-4-ylmethoxy)-6-methoxy-in... Starting materials: C(C)(=O)O[C@@H]1CC2=C[C@H]([C@H]3[C@@H]4CC[C@H](C(C)C5OCC(CO5)(C)C)[C@]4(CC[C@@H]3[C@]2([C@@H]2[C@H]1O2)C)C)OC(NC2=CC=CC=C2)=O (20-(5,5-dimethyl-1,3-dioxan-2-yl)-1α,2α-epoxy-7α-(N-phenylcarbamoyloxy)pregn-5-en-3β-yl acetate), C(C)(=O)O[C@@H]1CC2=C[C@H]([C@H]3[C@@H]4CC[C@H](C(C)C5OCC(CO5)(C)C)[C@]4(CC[C@@H]3[C@]2([C@@H]2[C@H]1O2)C)C)OC(=O)OC (20-(5,5-dimethyl-1,3-dioxan-2-yl)-1α,2α-epoxy-7α-methoxycarbonyloxypregn-5-en-3β-yl acetate). The product is C(C)(=O)O[C@@H]1CC2=CC=C3[C@@H]4CC[C@H](C(C)C5OCC(CO5)(C)C)[C@]4(CC[C@@H]3[C@]2([C@@H]2[C@H]1O2)C)C (20-(5,5-dimethyl-1,3-dioxan-2-yl)-1α,2α-epoxypregna-5, 7-dien-3β-yl acetate). Isolated yield 43.4%. Reaction SMILES: [C:1]([O:4][C@H:5]1[C@@H:31]2[O:32][C@@H:30]2[C@@:29]2([CH3:33])[C:7](=[CH:8][C@@H:9](OC(=O)NC3C=CC=CC=3)[C@@H:10]3[C@@H:28]2[CH2:27][CH2:26][C@@:25]2([CH3:34])[C@H:11]3[CH2:12][CH2:13][C@@H:14]2[CH:15]([CH:17]2[O:22][CH2:21][C:20]([CH3:24])([CH3:23])[CH2:19][O:18]2)[CH3:16])[CH2:6]1)(=[O:3])[CH3:2].C(O[C@H]1[C@@H]2O[C@@H]2[C@@]2(C)C(=C[C@@H](OC(OC)=O)[C@@H]3[C@@H]2CC[C@@]2(C)[C@H]3CC[C@@H]2C(C2OCC(C)(C)CO2)C)C1)(=O)C>>[C:1]([O:4][C@H:5]1[C@@H:31]2[O:32][C@@H:30]2[C@@:29]2([CH3:33])[C:7](=[CH:8][CH:9]=[C:10]3[C@@H:28]2[CH2:27][CH2:26][C@@:25]2([CH3:34])[C@H:11]3[CH2:12][CH2:13][C@@H:14]2[CH:15]([CH:17]2[O:18][CH2:19][C:20]([CH3:24])([CH3:23])[CH2:21][O:22]2)[CH3:16])[CH2:6]1)(=[O:3])[CH3:2]. Reported procedure: The procedure of Example 17 was repeated except that 48.4 mg (0.0798 mmole) of 20-(5,5-dimethyl-1,3-dioxan-2-yl)-1α,2α-epoxy-7α-(N-phenylcarbamoyloxy)pregn-5-en-3β-yl acetate was used in lieu of 43.6 mg of 20-(5,5-dimethyl-1,3-dioxan-2-yl)-1α,2α-epoxy-7α-methoxycarbonyloxypregn-5-en-3β-yl acetate to give 16.3 mg of 20-(5,5-dimethyl-1,3-dioxan-2-yl)-1α,2α-epoxypregna-5, 7-dien-3β-yl acetate. In addition, 17.4 mg of 20-(5,5-dimethyl-1,3-dioxan-2-yl)-1α,2α-epoxy-7α-(N-phenylcarbamoyloxy)pregn-5-en-... Reactants: BrC=1C=C(C(=O)NC=2SC3=C(N2)C(=CC=C3C3CCOCC3)OC)C=CN1 (2-bromo-N-[4-methoxy-7-(tetrahydro-pyran-4-yl)-benzothiazol-2-yl]-isonicotinamide), C([O-])([O-])=O.[Cs+].[Cs+] (cesium carbonate), COCCNC (N-(2-methoxyethyl)methylamine). The product is COCCN(C=1C=C(C(=O)NC=2SC3=C(N2)C(=CC=C3C3CCOCC3)OC)C=CN1)C (2-[(2-Methoxy-ethyl)-methyl-amino]-N-[4-methoxy-7-(tetrahydro-pyran-4-yl)-benzothiazol-2-yl]-isonicotinamide). RXN SMILES: Br[C:2]1[CH:3]=[C:4]([CH:25]=[CH:26][N:27]=1)[C:5]([NH:7][C:8]1[S:9][C:10]2[C:16]([CH:17]3[CH2:22][CH2:21][O:20][CH2:19][CH2:18]3)=[CH:15][CH:14]=[C:13]([O:23][CH3:24])[C:11]=2[N:12]=1)=[O:6].C(=O)([O-])[O-].[Cs+].[Cs+].[CH3:34][O:35][CH2:36][CH2:37][NH:38][CH3:39]>>[CH3:34][O:35][CH2:36][CH2:37][N:38]([CH3:39])[C:2]1[CH:3]=[C:4]([CH:25]=[CH:26][N:27]=1)[C:5]([NH:7][C:8]1[S:9][C:10]2[C:16]([CH:17]3[CH2:22][CH2:21][O:20][CH2:19][CH2:18]3)=[CH:15][CH:14]=[C:13]([O:23][CH3:24])[C:11]=2[N:12]=1)=[O:6] |f:1.2.3|. Reported procedure: From 2-bromo-N-[4-methoxy-7-(tetrahydro-pyran-4-yl)-benzothiazol-2-yl]-isonicotinamide with cesium carbonate and N-(2-methoxyethyl)methylamine. ES-MS m/e (%): 457 (M+H+, 100). Reactants: BrC=1C(N(C(=NC1)CC1CCCCC1)C)=O (5-bromo-2-(cyclohexylmethyl)-3-methylpyrimidin-4(3H)-one), C(C1=CC=CC=C1)OC1=C(C=C(C=C1)B(O)O)F (4-(benzyloxy)-3-fluorophenylboronic acid), [Cl-].[Li+] (lithium chloride). Reagents/catalysts: C=1C=CC(=CC1)[P](C=2C=CC=CC2)(C=3C=CC=CC3)[Pd]([P](C=4C=CC=CC4)(C=5C=CC=CC5)C=6C=CC=CC6)([P](C=7C=CC=CC7)(C=8C=CC=CC8)C=9C=CC=CC9)[P](C=1C=CC=CC1)(C=1C=CC=CC1)C=1C=CC=CC1 (Pd(PPh3)4). Run in O1CCOCC1 (dioxane), C(=O)([O-])[O-].[Na+].[Na+] (Na2CO3). Conditions: temperature 100 celsius, time 1 hour. Product: C(C1=CC=CC=C1)OC1=C(C=C(C=C1)C=1C(N(C(=NC1)CC1CCCCC1)C)=O)F (5-(4-(benzyloxy)-3-fluorophenyl)-2-(cyclohexylmethyl)-3-methylpyrimidin-4(3H)-one). As a reaction SMILES: Br[C:2]1[C:3](=[O:16])[N:4]([CH3:15])[C:5]([CH2:8][CH:9]2[CH2:14][CH2:13][CH2:12][CH2:11][CH2:10]2)=[N:6][CH:7]=1.[CH2:17]([O:24][C:25]1[CH:30]=[CH:29][C:28](B(O)O)=[CH:27][C:26]=1[F:34])[C:18]1[CH:23]=[CH:22][CH:21]=[CH:20][CH:19]=1.[Cl-].[Li+]>O1CCOCC1.C([O-])([O-])=O.[Na+].[Na+].C1C=CC([P]([Pd]([P](C2C=CC=CC=2)(C2C=CC=CC=2)C2C=CC=CC=2)([P](C2C=CC=CC=2)(C2C=CC=CC=2)C2C=CC=CC=2)[P](C2C=CC=CC=2)(C2C=CC=CC=2)C2C=CC=CC=2)(C2C=CC=CC=2)C2C=CC=CC=2)=CC=1>[CH2:17]([O:24][C:25]1[CH:30]=[CH:29][C:28]([C:2]2[C:3](=[O:16])[N:4]([CH3:15])[C:5]([CH2:8][CH:9]3[CH2:14][CH2:13][CH2:12][CH2:11][CH2:10]3)=[N:6][CH:7]=2)=[CH:27][C:26]=1[F:34])[C:18]1[CH:19]=[CH:20][CH:21]=[CH:22][CH:23]=1 |f:2.3,5.6.7,^1:52,54,73,92|. Procedure details: A suspension of 5-bromo-2-(cyclohexylmethyl)-3-methylpyrimidin-4(3H)-one (0.047 g, 0.165 mmol), 4-(benzyloxy)-3-fluorophenylboronic acid (0.049 g, 0.198 mmol), Pd(PPh3)4 (0.009 g, 0.008 mmol) and lithium chloride (0.028 g, 0.659 mmol) in dioxane (1 mL) and 2 M aqueous Na2CO3 (1 mL) was stirred at 100° C. for 1 hour. The reaction mixture was cooled to room temperature and then partitioned between EtOAc and H2O. The layers were separated and the aqueous layer was re-extracted with EtOAc (1×). The ... The reactants are CCOC(=O)C1(NC(C)=O)CC(C)(C)NC(C)(C)C1, CC(C)(O)C#N. Product: CCOC(=O)C1(NC(C)=O)CC(C)(C)N(CC#N)C(C)(C)C1. As a reaction SMILES: [C:7]([CH3:8])(=[O:9])[NH:10][C:11]1([C:21](=[O:22])[O:23][CH2:24][CH3:25])[CH2:12][C:13]([CH3:19])([CH3:20])[NH:14][C:15]([CH3:17])([CH3:18])[CH2:16]1.[CH3:1][C:2]([C:3]#[N:4])([CH3:5])[OH:6]>>[CH2:2]([C:3]#[N:4])[N:14]1[C:13]([CH3:19])([CH3:20])[CH2:12][C:11]([NH:10][C:7]([CH3:8])=[O:9])([C:21](=[O:22])[O:23][CH2:24][CH3:25])[CH2:16][C:15]1([CH3:17])[CH3:18]. Starting materials: C(C)C1(C(CCC2=CC=C(C=C12)OC)=O)CC (1,1-Diethyl-7-methoxy-3,4-dihydro-1H-naphthalen-2-one), Cl.NO (hydroxylamine hydrochloride salt). Run in N1=CC=CC=C1 (pyridine). Yields the product C(C)C1(C(CCC2=CC=C(C=C12)OC)=NO)CC (1,1-Diethyl-7-methoxy-3,4-dihydro-1H-naphthalen-2-one oxime). Reaction SMILES: [CH2:1]([C:3]1([CH2:16][CH3:17])[C:12]2[C:7](=[CH:8][CH:9]=[C:10]([O:13][CH3:14])[CH:11]=2)[CH2:6][CH2:5][C:4]1=O)[CH3:2].Cl.[NH2:19][OH:20]>N1C=CC=CC=1>[CH2:1]([C:3]1([CH2:16][CH3:17])[C:12]2[C:7](=[CH:8][CH:9]=[C:10]([O:13][CH3:14])[CH:11]=2)[CH2:6][CH2:5][C:4]1=[N:19][OH:20])[CH3:2] |f:1.2|. Reported procedure: 1,1-Diethyl-7-methoxy-3,4-dihydro-1H-naphthalen-2-one (4.40 g, 18.96 mmol) in dry pyridine (20 mL) with the hydroxylamine hydrochloride salt (10.54 g, 151.7 mmol) was heated to 80° C. for one day. The mixture was cooled down to r.t., then the pyridine was removed under vaccum. The green gum was dissolved with AcOEt, washed with H2O, HCl 10%, H2O, brine, dried over MgSO4 and filtered through a small silica pad. The crude compound was used without any other purification (4.69 g, 100%).